The task is: describe an organic reaction: reactants, conditions, products, and yield. This data is from the Open Reaction Database (ORD), a public repository of structured organic reaction records. The reactants are NC1=CC(=C(OC2=CC(=C(C=C2)O)S(=O)(=O)C2=CC=C(C=C2)F)C(=C1)C)C (4-(4-amino-2,6-dimethylphenoxy)-2-(4-fluoro-benzenesulfonyl)phenol), C(C(=O)OCC)(=O)OCC (diethyl oxalate). Reaction conditions: temperature 180 celsius. Yields the product C(C)OC(C(=O)NC1=CC(=C(C(=C1)C)OC1=CC(=C(C=C1)O)S(=O)(=O)C1=CC=C(C=C1)F)C)=O (N-{4-[3-(4-fluoro-benzenesulfonyl)-4-hydroxyphenoxy]-3,5-dimethylphenyl}oxamic acid ethyl ester). As a reaction SMILES: [NH2:1][C:2]1[CH:25]=[C:24]([CH3:26])[C:5]([O:6][C:7]2[CH:12]=[CH:11][C:10]([OH:13])=[C:9]([S:14]([C:17]3[CH:22]=[CH:21][C:20]([F:23])=[CH:19][CH:18]=3)(=[O:16])=[O:15])[CH:8]=2)=[C:4]([CH3:27])[CH:3]=1.[C:28](OCC)(=[O:34])[C:29]([O:31][CH2:32][CH3:33])=[O:30]>>[CH2:32]([O:31][C:29](=[O:30])[C:28]([NH:1][C:2]1[CH:25]=[C:24]([CH3:26])[C:5]([O:6][C:7]2[CH:12]=[CH:11][C:10]([OH:13])=[C:9]([S:14]([C:17]3[CH:18]=[CH:19][C:20]([F:23])=[CH:21][CH:22]=3)(=[O:16])=[O:15])[CH:8]=2)=[C:4]([CH3:27])[CH:3]=1)=[O:34])[CH3:33]. Procedure details: A mixture of the title D compound, 4-(4-amino-2,6-dimethylphenoxy)-2-(4-fluoro-benzenesulfonyl)phenol (0.64 g, 1.65 mmol) and 2 mL of diethyl oxalate is heated at 180° C. for 3 h. The reaction is cooled to RT and diethyl oxalate is removed under vacuum. Chromatography on silica (eluant; EtOAc/hexane —1/3→2/3) affords N-{4-[3-(4-fluoro-benzenesulfonyl)-4-hydroxyphenoxy]-3,5-dimethylphenyl}oxamic acid ethyl ester: NMR (CDCl3) 1.46 (t, 3H, J=7.5), 2.06 (s, 6H), 4.42 (q, 2H, J=7.5), 6.90-6.98 (m, 3H...